The task is: describe an organic reaction: reactants, conditions, products, and yield. This data is from the Open Reaction Database (ORD), a public repository of structured organic reaction records. Reactants: COC1=CC=C(C=C1)C=1C=C(SC1)C(=O)[O-] (4-(4-methoxyphenyl)-2-thiophenecarboxylate), [OH-].[Na+] (sodium hydroxide), COC1=CC=C(C=C1)CC(=O)O ((4-methoxyphenyl)acetic acid), ClC1=C(C(=O)OC)C=CC=C1 (methyl 2-chlorobenzoate). Run in O1CCOCC1 (dioxane), CO (methanol). Reaction conditions: temperature 55 celsius. Yields the product ClC1=C(C=CC=C1)C1=C(C=C(S1)C(=O)O)C1=CC=C(C=C1)OC (5-(2-Chlorophenyl)-4-(4-methoxyphenyl)thiophene-2-carboxylic acid). RXN SMILES: COC1C=CC(CC(O)=O)=CC=1.[Cl:13][C:14]1[CH:23]=[CH:22][CH:21]=[CH:20][C:15]=1[C:16](OC)=O.[CH3:24][O:25][C:26]1[CH:31]=[CH:30][C:29]([C:32]2[CH:33]=[C:34]([C:37]([O-:39])=[O:38])[S:35]C=2)=[CH:28][CH:27]=1.[OH-].[Na+]>O1CCOCC1.CO>[Cl:13][C:14]1[CH:23]=[CH:22][CH:21]=[CH:20][C:15]=1[C:16]1[S:35][C:34]([C:37]([OH:39])=[O:38])=[CH:33][C:32]=1[C:29]1[CH:28]=[CH:27][C:26]([O:25][CH3:24])=[CH:31][CH:30]=1 |f:3.4|. Reported procedure: 5-(2-Chlorophenyl)-4-(4-methoxyphenyl)thiophene-2-carboxylic acid is prepared, according to the procedure used in stages 1A)-1E), from (4-methoxyphenyl)acetic acid and methyl 2-chlorobenzoate. In the final stage of this procedure, 5 g of methyl 542-chlorophenyl)-4-(4-methoxyphenyl)-2-thiophenecarboxylate and 1.11 g of sodium hydroxide pellets are added to 30 ml of methanol and 3 ml of dioxane. The reaction medium is heated at 50-60° C. for 5 hours. It is evaporated to dryness, water is added and... Starting materials: C(C1=CC=CC=C1)C1=CC(=C(C=C1)N)[N+](=O)[O-] (4-Benzyl-2-nitrobenzenamine), C(C)(C)N(CC)C(C)C (diisopropylethylamine), FC1=C(C(=O)O)C=CC(=C1)C=O (2-Fluoro-4-formylbenzoic acid), C(C(=O)Cl)(=O)Cl (oxalyl chloride), O.C1(=CC=C(C=C1)S(=O)(=O)O)C (p-toluenesulfonic acid monohydrate). Solvent: C1CCOC1 (THF), CN(C)C=O (DMF), CCOC(=O)C (EtOAc), CO (MeOH), C(Cl)Cl (DCM). Reaction conditions: time 1 hour. Product: C(C1=CC=CC=C1)C1=CC(=C(C=C1)NC(C1=C(C=C(C=C1)C(OC)OC)F)=O)[N+](=O)[O-] (N-(4-benzyl-2-nitrophenyl)-4-(dimethoxymethyl)-2-fluorobenzamide). RXN SMILES: [F:1][C:2]1[CH:10]=C(C=O)C=[CH:7][C:3]=1[C:4](O)=[O:5].C(Cl)(=O)[C:14](Cl)=[O:15].[CH2:19]([C:26]1[CH:31]=[CH:30][C:29]([NH2:32])=[C:28]([N+:33]([O-:35])=[O:34])[CH:27]=1)[C:20]1[CH:25]=[CH:24][CH:23]=[CH:22][CH:21]=1.C(N([CH:42]([CH3:44])[CH3:43])CC)(C)C.[OH2:45].[C:46]1(C)C=CC(S(O)(=O)=O)=CC=1>C(Cl)Cl.C1COCC1.CO.CCOC(C)=O.CN(C=O)C>[CH2:19]([C:26]1[CH:31]=[CH:30][C:29]([NH:32][C:4](=[O:5])[C:3]2[CH:7]=[CH:44][C:42]([CH:43]([O:15][CH3:14])[O:45][CH3:46])=[CH:10][C:2]=2[F:1])=[C:28]([N+:33]([O-:35])=[O:34])[CH:27]=1)[C:20]1[CH:21]=[CH:22][CH:23]=[CH:24][CH:25]=1 |f:4.5|. Procedure details: 2-Fluoro-4-formylbenzoic acid (0.300 g, 1.78 mmol) was slurried in 10 mL DCM and catalytic DMF was added, followed by oxalyl chloride (0.317 mL, 3.57 mmol). The reaction was allowed to stir several h. Upon consumption of the acid, the reaction was concentrated in vacuo and diluted with 7 mL THF. 4-Benzyl-2-nitrobenzenamine (0.611 g, 2.68 mmol) and diisopropylethylamine (0.622 mL, 3.57 mmol) was added as a solution in 5 mL THF. The reaction was allowed to stir overnight and worked up with EtOAc/s... The reactants are C1CCNCC1, CCOC(C)=O, CCCCCC, CCN(C(C)C)C(C)C, O=C(OC(Cl)(Cl)Cl)OC(Cl)(Cl)Cl, CCOC(=O)n1nc(N)c2c1C(C)(C)N(C(=O)OC(C)(C)C)C2, C1CCOC1. Product: CCOC(=O)n1nc(NC(=O)N2CCCCC2)c2c1C(C)(C)N(C(=O)OC(C)(C)C)C2. Reaction SMILES: [CH2:45]1[CH2:46][CH2:47][NH:48][CH2:49][CH2:50]1.[CH3:56][CH2:57][O:58][C:59]([CH3:60])=[O:61].[CH3:62][CH2:63][CH2:64][CH2:65][CH2:66][CH3:67].[CH:36]([N:37]([CH2:38][CH3:39])[CH:40]([CH3:41])[CH3:42])([CH3:43])[CH3:44].[Cl:1][C:2]([Cl:3])([O:4][C:5]([O:6][C:7]([Cl:8])([Cl:9])[Cl:10])=[O:11])[Cl:12].[NH2:13][c:14]1[c:15]2[c:16]([n:17]([C:19](=[O:20])[O:21][CH2:22][CH3:23])[n:18]1)[C:24]([CH3:34])([CH3:35])[N:25]([C:27](=[O:28])[O:29][C:30]([CH3:31])([CH3:32])[CH3:33])[CH2:26]2.[O:51]1[CH2:52][CH2:53][CH2:54][CH2:55]1>>[C:5](=[O:11])([NH:13][c:14]1[c:15]2[c:16]([n:17]([C:19](=[O:20])[O:21][CH2:22][CH3:23])[n:18]1)[C:24]([CH3:34])([CH3:35])[N:25]([C:27](=[O:28])[O:29][C:30]([CH3:31])([CH3:32])[CH3:33])[CH2:26]2)[N:48]1[CH2:47][CH2:46][CH2:45][CH2:50][CH2:49]1. Reactants: C(CCCC)N1C(NC(C=2NC(=NC12)C(F)(F)F)=S)=O (3-pentyl-6-thioxo-8-(trifluoromethyl)-1,3,6,7-tetrahydro-2H-purin-2-one), [OH-].[Na+] (sodium hydroxide), S(=O)(=O)(OC)OC (dimethyl sulfate). Solvent: O (water). Conditions: temperature 80 celsius. Yields the product CSC=1C=2NC(=NC2N(C(N1)=O)CCCCC)C(F)(F)F (6-(Methylthio)-3-pentyl-8-(trifluoromethyl)-3,7-dihydro-2H-purin-2-one). The yield is 95.6%. RXN SMILES: [CH2:1]([N:6]1[C:14]2[N:13]=[C:12]([C:15]([F:18])([F:17])[F:16])[NH:11][C:10]=2[C:9](=[S:19])[NH:8][C:7]1=[O:20])[CH2:2][CH2:3][CH2:4][CH3:5].[OH-].[Na+].S(OC)(O[CH3:27])(=O)=O>O>[CH3:27][S:19][C:9]1[C:10]2[NH:11][C:12]([C:15]([F:16])([F:18])[F:17])=[N:13][C:14]=2[N:6]([CH2:1][CH2:2][CH2:3][CH2:4][CH3:5])[C:7](=[O:20])[N:8]=1 |f:1.2|. Procedure details: To a mixture of 3-pentyl-6-thioxo-8-(trifluoromethyl)-1,3,6,7-tetrahydro-2H-purin-2-one (0.15 g, 0.49 mmol) in a solution of sodium hydroxide in water (2 M, 2 mL) was added dimethyl sulfate (0.056 mL, 0.59 mmol). The reaction mixture was heated at 80° C. for 1.5 h, quenched with acetic acid and extracted with methylene chloride. The organic layer was dried (MgSO4), concentrate and purified by silica gel chromatography (0-20% EtOAc in hexane) to provide the product as a yellow solid (0.15 g, 95% ... Reactants: FC1=C(C=CC(=C1)F)NC(NC1=C(C=C(C=C1)C1=NOC(=C1)C(=O)O)C)=O (3-(4-(3-(2,4-difluorophenyl)ureido)-3-methylphenyl)isoxazole-5-carboxylic acid), FC1=C(C(=CC=C1)F)NC(NC1=C(C=C(C=C1)C1=NOC(=C1)C(=O)NC(C(=O)OC)C(C)C)C)=O (Methyl 2-(3-(4-(3-(2,6-difluorophenyl)ureido)-3-methylphenyl) isoxazole-5-carboxamido)-3-methylbutanoate). Reaction SMILES: [F:1][C:2]1[CH:7]=[C:6]([F:8])[CH:5]=[CH:4][C:3]=1[NH:9][C:10](=[O:27])[NH:11][C:12]1[CH:17]=[CH:16][C:15]([C:18]2[CH:22]=[C:21]([C:23]([OH:25])=O)[O:20][N:19]=2)=[CH:14][C:13]=1[CH3:26].FC1C=CC=C(F)C=1NC(=O)NC1C=CC(C2C=C(C([NH:52][CH:53]([CH:58]([CH3:60])[CH3:59])[C:54]([O:56][CH3:57])=[O:55])=O)ON=2)=CC=1C>>[F:1][C:2]1[CH:7]=[C:6]([F:8])[CH:5]=[CH:4][C:3]=1[NH:9][C:10](=[O:27])[NH:11][C:12]1[CH:17]=[CH:16][C:15]([C:18]2[CH:22]=[C:21]([C:23]([NH:52][CH:53]([CH:58]([CH3:60])[CH3:59])[C:54]([O:56][CH3:57])=[O:55])=[O:25])[O:20][N:19]=2)=[CH:14][C:13]=1[CH3:26]. Reported procedure: The title compound was prepared from 3-(4-(3-(2,4-difluorophenyl)ureido)-3-methylphenyl)isoxazole-5-carboxylic acid using the same procedure as described for preparation of the compound of step 8 of Example 98. The title compound was obtained in crude form. Yields the product FC1=C(C=CC(=C1)F)NC(NC1=C(C=C(C=C1)C1=NOC(=C1)C(=O)NC(C(=O)OC)C(C)C)C)=O (Methyl 2-(3-(4-(3-(2,4-difluorophenyl)ureido)-3-methylphenyl) isoxazole-5-carboxamido)-3-methylbutanoate). Reactants: [OH-].[Na+] (NaOH), [BH-](OC(=O)C)(OC(=O)C)OC(=O)C.[Na+] (NaBH(OAc)3), O=C1CCN(CC1)C(=O)OC(C)(C)C (tert. butyl 4-oxo-piperidine-1-carboxylate), N1CCC(CC1)OCC(=O)OC(C)(C)C (tert. butyl (piperidin-4-yloxy)-acetate). Run in C1CCOC1 (THF). Reaction conditions: time 8 hour. Yields the product N1(CCC(CC1)OCC(=O)OCC)C1CCNCC1 (Ethyl ([1,4′]bipiperidinyl-4-yloxy)-acetate). Reaction SMILES: [BH-](OC(C)=O)(OC(C)=O)OC(C)=O.[Na+].O=[C:16]1[CH2:21][CH2:20][N:19](C(OC(C)(C)C)=O)[CH2:18][CH2:17]1.[NH:29]1[CH2:34][CH2:33][CH:32]([O:35][CH2:36][C:37]([O:39][C:40]([CH3:43])(C)C)=[O:38])[CH2:31][CH2:30]1.[OH-].[Na+]>C1COCC1>[N:29]1([CH:16]2[CH2:21][CH2:20][NH:19][CH2:18][CH2:17]2)[CH2:30][CH2:31][CH:32]([O:35][CH2:36][C:37]([O:39][CH2:40][CH3:43])=[O:38])[CH2:33][CH2:34]1 |f:0.1,4.5|. Procedure: 2.90 g (13.3 mmol) NaBH(OAc)3 were added batchwise to a solution of 2.58 g (11.1 mmol)) tert. butyl 4-oxo-piperidine-1-carboxylate and 2.80 g (12.4 mmol) tert. butyl (piperidin-4-yloxy)-acetate in 30 mL THF and the reaction mixture was stirred overnight at RT. 50 mL of 1 M NaOH was added, the mixture was stirred for 1 h at RT, extracted exhaustively with EtOAc and the combined organic phases were dried on Na2SO4. After the elimination of the desiccant and solvent the residue was purified by chro...